describe an organic reaction: reactants, conditions, products, and yield From a dataset of the Open Reaction Database (ORD), a public repository of structured organic reaction records. Procedure details: A mixture of 2-phenoxybenzaldehyde (2.12 g; 10.70 mmol) and methyl (triphenylphos-phoranylidene)acetate (4.01 g; 11.76 mmol) in 60 mL of THF was refluxed overnight. The reaction was cooled, diluted with ethyl acetate (50 mL) and washed with water (3X). The crude residue Was purified on a silica gel column eluting with hexane to obtain 1.4 g (52%) of 2-phenoxycinnamic acid, 1H NMR (CDCl3): δ 3.78 (s, 3H); 6.56 (d, 1H, J=16.1); 6.87 (d, 1H, J=8.5); 7.00 (d, 2H, J=7.5); 7.10-7.15 (m,2H); 7.28-7.33 ... Isolated yield 54.5%. The solvent is C1CCOC1 (THF), C(C)(=O)OCC (ethyl acetate). The reactants are O(C1=CC=CC=C1)C1=C(C=O)C=CC=C1 (2-phenoxybenzaldehyde), C1(=CC=CC=C1)P(C1=CC=CC=C1)(C1=CC=CC=C1)=CC(=O)OC (methyl (triphenylphos-phoranylidene)acetate). Yields the product O(C1=CC=CC=C1)C1=C(C=CC(=O)O)C=CC=C1 (2-phenoxycinnamic acid). RXN SMILES: [O:1]([C:8]1[CH:15]=[CH:14][CH:13]=[CH:12][C:9]=1[CH:10]=O)[C:2]1[CH:7]=[CH:6][CH:5]=[CH:4][CH:3]=1.C1(P(=[CH:35][C:36]([O:38]C)=[O:37])(C2C=CC=CC=2)C2C=CC=CC=2)C=CC=CC=1>C1COCC1.C(OCC)(=O)C>[O:1]([C:8]1[CH:15]=[CH:14][CH:13]=[CH:12][C:9]=1[CH:10]=[CH:35][C:36]([OH:38])=[O:37])[C:2]1[CH:7]=[CH:6][CH:5]=[CH:4][CH:3]=1.